This data is from the Open Reaction Database (ORD), a public repository of structured organic reaction records. The task is: describe an organic reaction: reactants, conditions, products, and yield Starting materials: O=C1CC(N(C2=C(N1CC1CC1)C=CC=C2)CC2CC2)=O (2,4-Dioxo-1,5-bis-(cyclopropylmethyl)-2,3,4,5-tetrahydro-1H-1,5-benzodiazepine), KN(TMS)2, CC(C)C1=CC(=C(C(=C1)C(C)C)S(=O)(=O)N=[N+]=[N-])C(C)C (trisyl azide). Solvent: C1CCOC1 (THF). Reaction conditions: temperature -30 celsius. The product is N(=[N+]=[N-])C1C(N(C2=C(N(C1=O)CC1CC1)C=CC=C2)CC2CC2)=O (3-Azido-2,4-dioxo-1,5-bis-(cyclopropylmethyl)-2,3,4,5-tetrahydro-1H-1,5-benzodiazepine). As a reaction SMILES: [O:1]=[C:2]1[N:8]([CH2:9][CH:10]2[CH2:12][CH2:11]2)[C:7]2[CH:13]=[CH:14][CH:15]=[CH:16][C:6]=2[N:5]([CH2:17][CH:18]2[CH2:20][CH2:19]2)[C:4](=[O:21])[CH2:3]1.CC(C1C=C(C(C)C)C(S([N:37]=[N+:38]=[N-:39])(=O)=O)=C(C(C)C)C=1)C>C1COCC1>[N:37]([CH:3]1[C:4](=[O:21])[N:5]([CH2:17][CH:18]2[CH2:19][CH2:20]2)[C:6]2[CH:16]=[CH:15][CH:14]=[CH:13][C:7]=2[N:8]([CH2:9][CH:10]2[CH2:11][CH2:12]2)[C:2]1=[O:1])=[N+:38]=[N-:39]. Reported procedure: For this substrate General Procedure 8-K was modified in the following manner. Initially the product from Step A was suspended (not a solution) in THF at −78° C., and following addition of the KN(TMS)2 solution, this suspension was allowed to warm to −30° C., during which the suspension became a solution, and was re-cooled to −78° C. Upon re-cooling to −78° C. a precipitate began to form, therefore the reaction flask containing the mixture was partially raised above the cooling bath until the in... Reactants: CC(=O)O[BH-](OC(C)=O)OC(C)=O, CC(=O)O, CCOC(C)=O, Cc1csc(N)n1, [Na+], O=C1CCCCC1, C1CCOC1. Product: Cc1csc(NC2CCCCC2)n1. RXN SMILES: [C:19]([O:20][BH-:21]([O:22][C:23](=[O:24])[CH3:25])[O:26][C:27](=[O:28])[CH3:29])(=[O:30])[CH3:31].[CH3:15][C:16](=[O:17])[OH:18].[CH3:38][CH2:39][O:40][C:41](=[O:42])[CH3:43].[NH2:8][c:9]1[s:10][cH:11][c:12]([CH3:14])[n:13]1.[Na+:32].[O:1]=[C:2]1[CH2:3][CH2:4][CH2:5][CH2:6][CH2:7]1.[O:33]1[CH2:34][CH2:35][CH2:36][CH2:37]1>>[CH:2]1([NH:8][c:9]2[s:10][cH:11][c:12]([CH3:14])[n:13]2)[CH2:3][CH2:4][CH2:5][CH2:6][CH2:7]1.